This data is from the Open Reaction Database (ORD), a public repository of structured organic reaction records. The task is: describe an organic reaction: reactants, conditions, products, and yield The reactants are CCOC(=C1C(=O)Nc2ccc(NS(=O)(=O)c3ccccc3)cc21)c1ccccc1, CCOC(=O)Cc1ccc(N)cc1, CN(C)C=O, O. Product: CCOC(=O)Cc1ccc(NC(=C2C(=O)Nc3ccc(NS(=O)(=O)c4ccccc4)cc32)c2ccccc2)cc1. RXN SMILES: [CH2:1]([O:2][C:4]([c:5]1[cH:6][cH:7][cH:8][cH:9][cH:10]1)=[C:11]1[C:12](=[O:30])[NH:13][c:14]2[cH:15][cH:16][c:17]([NH:20][S:21](=[O:22])(=[O:23])[c:24]3[cH:25][cH:26][cH:27][cH:28][cH:29]3)[cH:18][c:19]21)[CH3:3].[CH2:31]([CH3:32])[O:33][C:34](=[O:35])[CH2:36][c:37]1[cH:38][cH:39][c:40]([NH2:41])[cH:42][cH:43]1.[O:45]=[CH:46][N:47]([CH3:48])[CH3:49].[OH2:44]>>[C:4]([c:5]1[cH:6][cH:7][cH:8][cH:9][cH:10]1)(=[C:11]1[C:12](=[O:30])[NH:13][c:14]2[cH:15][cH:16][c:17]([NH:20][S:21](=[O:22])(=[O:23])[c:24]3[cH:25][cH:26][cH:27][cH:28][cH:29]3)[cH:18][c:19]21)[NH:41][c:40]1[cH:39][cH:38][c:37]([CH2:36][C:34]([O:33][CH2:31][CH3:32])=[O:35])[cH:43][cH:42]1. Starting materials: FC(C1=CC=C(C=C1)/C=C/C(=O)OCC1=CC(=CC(=C1)[N+](=O)[O-])[N+](=O)[O-])(OC1=CC=C(C=C1)OCCCC(F)(F)F)F (3,5-dinitrobenzyl (2E)-3-(4-{difluoro[4-(4,4,4-trifluorobutoxy)phenoxy]-methyl}-phenyl)prop-2-enoate), ferric chloride hexahydrate. Reagents/catalysts: [Zn] (zinc). The solvent is CN(C=O)C (N,N-dimethylformamide), O (water). Yields the product FC(C1=CC=C(C=C1)/C=C/C(=O)OCC1=CC(=CC(=C1)N)N)(OC1=CC=C(C=C1)OCCCC(F)(F)F)F (3,5-diaminobenzyl (2E)-3-(4-{difluoro[4-(4,4,4-trifluorobutoxy)phenoxy]-methyl}-phenyl)prop-2-enoate). Yield: 70.1%. Reaction SMILES: [F:1][C:2]([F:42])([O:27][C:28]1[CH:33]=[CH:32][C:31]([O:34][CH2:35][CH2:36][CH2:37][C:38]([F:41])([F:40])[F:39])=[CH:30][CH:29]=1)[C:3]1[CH:8]=[CH:7][C:6](/[CH:9]=[CH:10]/[C:11]([O:13][CH2:14][C:15]2[CH:20]=[C:19]([N+:21]([O-])=O)[CH:18]=[C:17]([N+:24]([O-])=O)[CH:16]=2)=[O:12])=[CH:5][CH:4]=1>CN(C)C=O.O.[Zn]>[F:1][C:2]([F:42])([O:27][C:28]1[CH:33]=[CH:32][C:31]([O:34][CH2:35][CH2:36][CH2:37][C:38]([F:41])([F:40])[F:39])=[CH:30][CH:29]=1)[C:3]1[CH:8]=[CH:7][C:6](/[CH:9]=[CH:10]/[C:11]([O:13][CH2:14][C:15]2[CH:20]=[C:19]([NH2:21])[CH:18]=[C:17]([NH2:24])[CH:16]=2)=[O:12])=[CH:5][CH:4]=1. Procedure details: 4.99 g (8.38 mmol) of 3,5-dinitrobenzyl (2E)-3-(4-{difluoro[4-(4,4,4-trifluorobutoxy)phenoxy]-methyl}-phenyl)prop-2-enoate are dissolved in a mixture of 54 mL of N,N-dimethylformamide and 6 mL water. 13.9 g (51.4 mmol) ferric chloride hexahydrate are added. 5.60 g (85.7 mmol) zinc powder is added portion wise within 60 minutes. The mixture is allowed to react for 2 hours. The reaction mixture is partitioned between ethyl acetate and water and filtrated. The organic phase is washed repeatedly wit... Starting materials: ClC1=CC2=C(N(C(=N2)CCl)C2CC(CC2)O)C=C1 (3-(5-chloro-2-chloromethyl-benzoimidazol-1-yl)-cyclopentanol), CS(=O)(=O)C1=NNC2=C[N+](=CC=C21)[O-] (3-methanesulfonyl-1H-pyrazolo[3,4-c]pyridine 6-oxide), CS(=O)(=O)C1=NNC2=CN=CC=C21 (3-(methylsulfonyl)-1H-pyrazolo[3,4-c]pyridine). Yields the product ClC1=CC2=C(N(C(=N2)CN2N=C(C=3C2=C[N+](=CC3)[O-])S(=O)(=O)C)C3CC(CC3)O)C=C1 (3-(5-Chloro-2-{[3-(methylsulfonyl)-6-oxido-1H-pyrazolo[3,4-c]pyridin-1-yl]methyl}-1H-benzimidazol-1-yl)cyclopentanol). Reaction SMILES: [Cl:1][C:2]1[CH:18]=[CH:17][C:5]2[N:6]([CH:11]3[CH2:15][CH2:14][CH:13]([OH:16])[CH2:12]3)[C:7]([CH2:9]Cl)=[N:8][C:4]=2[CH:3]=1.[CH3:19][S:20]([C:23]1[C:31]2[C:26](=[CH:27][N+:28]([O-:32])=[CH:29][CH:30]=2)[NH:25][N:24]=1)(=[O:22])=[O:21].CS(C1C2C(=CN=CC=2)NN=1)(=O)=O>>[Cl:1][C:2]1[CH:18]=[CH:17][C:5]2[N:6]([CH:11]3[CH2:15][CH2:14][CH:13]([OH:16])[CH2:12]3)[C:7]([CH2:9][N:25]3[C:26]4=[CH:27][N+:28]([O-:32])=[CH:29][CH:30]=[C:31]4[C:23]([S:20]([CH3:19])(=[O:22])=[O:21])=[N:24]3)=[N:8][C:4]=2[CH:3]=1. Procedure: The title compound was prepared in analogy to Example 2-1 by using 3-(5-chloro-2-chloromethyl-benzoimidazol-1-yl)-cyclopentanol and 3-methanesulfonyl-1H-pyrazolo[3,4-c]pyridine 6-oxide instead of 5-chloro-2-chloromethyl-1-((S)-1,1-dioxo-tetrahydro-1λ6-thiophen-3-yl)-1H-benzoimidazole and 3-(methylsulfonyl)-1H-pyrazolo[3,4-c]pyridine.